Task: describe an organic reaction: reactants, conditions, products, and yield. Dataset: the Open Reaction Database (ORD), a public repository of structured organic reaction records Starting materials: CNCCC#CC1=NC=CC=C1 (N-methyl-4-(pyridin-2-yl)but-3-yn-1-amine), ClC1=C(C=CC=C1)S(=O)(=O)Cl (2-chlorobenzene-1-sulfonyl chloride). The product is ClC1=C(C=CC=C1)S(=O)(=O)N(CCC#CC1=NC=CC=C1)C (2-Chloro-N-methyl-N-(4-(pyridin-2-yl)but-3-ynyl)benzenesulfonamide), C1(=CC=CC=C1)S(=O)(=O)N (benzenesulfonamide). The yield is 35.0%. As a reaction SMILES: [CH3:1][NH:2][CH2:3][CH2:4][C:5]#[C:6][C:7]1[CH:12]=[CH:11][CH:10]=[CH:9][N:8]=1.[Cl:13][C:14]1[CH:19]=[CH:18][CH:17]=[CH:16][C:15]=1[S:20](Cl)(=[O:22])=[O:21]>>[Cl:13][C:14]1[CH:19]=[CH:18][CH:17]=[CH:16][C:15]=1[S:20]([N:2]([CH3:1])[CH2:3][CH2:4][C:5]#[C:6][C:7]1[CH:12]=[CH:11][CH:10]=[CH:9][N:8]=1)(=[O:22])=[O:21].[C:15]1([S:20]([NH2:2])(=[O:22])=[O:21])[CH:16]=[CH:17][CH:18]=[CH:19][CH:14]=1. Procedure details: The title compound was prepared in accordance with the general method of Example 199(D), from N-methyl-4-(pyridin-2-yl)but-3-yn-1-amine (50 mg, 0.31 mmol) and 2-chlorobenzene-1-sulfonyl chloride (79 mg, 0.37 mmol). The crude residue was purified over silicagel chromatography (prepacked 10 g silicagel column, DCM/MeOH: from 100/0 to 98/2 as eluent) to afford 37 mg of 2-chloro-N-methyl-N-(pyridin-2-yl)but-3-ynyl)benzenesulfonamide as a brown oil (Yield: 35%).